From a dataset of the Open Reaction Database (ORD), a public repository of structured organic reaction records. describe an organic reaction: reactants, conditions, products, and yield The reactants are CN(C)CCCN, CC(C)(C)OC(=O)N1CCC(Nc2nc(Cl)nc3ccccc23)CC1, C1COCCO1. Yields the product CN(C)CCCNc1nc(NC2CCN(C(=O)OC(C)(C)C)CC2)c2ccccc2n1. RXN SMILES: [CH3:26][N:27]([CH3:28])[CH2:29][CH2:30][CH2:31][NH2:32].[Cl:1][c:2]1[n:3][c:4]2[cH:5][cH:6][cH:7][cH:8][c:9]2[c:10]([NH:12][CH:13]2[CH2:14][CH2:15][N:16]([C:19](=[O:20])[O:21][C:22]([CH3:23])([CH3:24])[CH3:25])[CH2:17][CH2:18]2)[n:11]1.[O:33]1[CH2:34][CH2:35][O:36][CH2:37][CH2:38]1>>[c:2]1([NH:32][CH2:31][CH2:30][CH2:29][N:27]([CH3:26])[CH3:28])[n:3][c:4]2[cH:5][cH:6][cH:7][cH:8][c:9]2[c:10]([NH:12][CH:13]2[CH2:14][CH2:15][N:16]([C:19](=[O:20])[O:21][C:22]([CH3:23])([CH3:24])[CH3:25])[CH2:17][CH2:18]2)[n:11]1.